Dataset: the Open Reaction Database (ORD), a public repository of structured organic reaction records. Task: describe an organic reaction: reactants, conditions, products, and yield Reactants: O1C=NC(=C1)[Li] (4-oxazolyl lithium), N1=C(C=CC=C1)C=NC1=CC=NC=C1 (4-(2-pyridylmethyleneamino)pyridine). Yields the product O1C=NC=C1C(NC1=CC=NC=C1)C1=NC=CC=C1 (N-[(5-oxazolyl)(2-pyridyl)methyl]-4-pyridinamine). RXN SMILES: [O:1]1[CH:5]=[C:4]([Li])[N:3]=[CH:2]1.[N:7]1[CH:12]=[CH:11][CH:10]=[CH:9][C:8]=1[CH:13]=[N:14][C:15]1[CH:20]=[CH:19][N:18]=[CH:17][CH:16]=1>>[O:1]1[C:5]([CH:13]([C:8]2[CH:9]=[CH:10][CH:11]=[CH:12][N:7]=2)[NH:14][C:15]2[CH:16]=[CH:17][N:18]=[CH:19][CH:20]=2)=[CH:4][N:3]=[CH:2]1. Reported procedure: The title compound is prepared by reacting 4-oxazolyl lithium (obtained from 5-bromooxazole and butyl lithium) with 4-(2-pyridylmethyleneamino)pyridine in a manner similar to Examples 5, 6 and 7. Reactants: O=C1CCC(=O)N1Cl, CN(C)C=O, CC(C)N(CCC(c1ccccc1)c1ccccc1)C(=O)Nc1nc(-c2ccc(NS(C)(=O)=O)cc2)cs1. Product: CC(C)N(CCC(c1ccccc1)c1ccccc1)C(=O)Nc1nc(-c2ccc(NS(C)(=O)=O)cc2)c(Cl)s1. Reaction SMILES: [Cl:39][N:40]1[C:41](=[O:42])[CH2:43][CH2:44][C:45]1=[O:46].[O:47]=[CH:48][N:49]([CH3:50])[CH3:51].[c:1]1([CH:7]([CH2:8][CH2:9][N:10]([C:11](=[O:12])[NH:13][c:14]2[s:15][cH:16][c:17](-[c:19]3[cH:20][cH:21][c:22]([NH:25][S:26](=[O:27])(=[O:28])[CH3:29])[cH:23][cH:24]3)[n:18]2)[CH:30]([CH3:31])[CH3:32])[c:33]2[cH:34][cH:35][cH:36][cH:37][cH:38]2)[cH:2][cH:3][cH:4][cH:5][cH:6]1>>[c:1]1([CH:7]([CH2:8][CH2:9][N:10]([C:11](=[O:12])[NH:13][c:14]2[s:15][c:16]([Cl:39])[c:17](-[c:19]3[cH:20][cH:21][c:22]([NH:25][S:26](=[O:27])(=[O:28])[CH3:29])[cH:23][cH:24]3)[n:18]2)[CH:30]([CH3:31])[CH3:32])[c:33]2[cH:34][cH:35][cH:36][cH:37][cH:38]2)[cH:2][cH:3][cH:4][cH:5][cH:6]1. Starting materials: C(C)(C)(C)OC(=O)NC1CC2=CC(=CC=C2CC1)C=CC(=O)OCC (2-tertbutoxycarbonylamino-7-(2-ethoxycarbonyl)vinyl-tetraline), Cl (HCl). The solvent is C(C)O (ethanol). The product is Cl.NC1CC2=CC(=CC=C2CC1)C=CC(=O)OCC (2-amino-7-(2-ethoxycarbonyl)vinyl-tetraline hydrochloride). RXN SMILES: C(OC([NH:8][CH:9]1[CH2:18][CH2:17][C:16]2[C:11](=[CH:12][C:13]([CH:19]=[CH:20][C:21]([O:23][CH2:24][CH3:25])=[O:22])=[CH:14][CH:15]=2)[CH2:10]1)=O)(C)(C)C.[ClH:26]>C(O)C>[ClH:26].[NH2:8][CH:9]1[CH2:18][CH2:17][C:16]2[C:11](=[CH:12][C:13]([CH:19]=[CH:20][C:21]([O:23][CH2:24][CH3:25])=[O:22])=[CH:14][CH:15]=2)[CH2:10]1 |f:3.4|. Reported procedure: A solution of the compound obtained in step d) above (2.7 g, 0.0078 mol) in absolute ethanol (50 ml) is allowed to react at room temperature for 5 hours with 4N HCl absolute ethanol (33 ml). Reactants: O1CCC(CC1)CC(=O)O (tetrahydro-2H-pyran-4-ylacetic acid), Cl.CN1CCN(CC1)C1=NC(=NC(=C1)C1=CC=C2CCNCC2=C1)N (4-(4-methylpiperazin-1-yl)-6-(1,2,3,4-tetrahydroisoquinolin-7-yl)pyrimidin-2-amine HCl salt). Yields the product CN1CCN(CC1)C1=NC(=NC(=C1)C1=CC=C2CCN(CC2=C1)C(CC1CCOCC1)=O)N (4-(4-Methylpiperazin-1-yl)-6-[2-(tetrahydro-2H-pyran-4-ylacetyl)-1,2,3,4-tetrahydroisoquinolin-7-yl]pyrimidin-2-amine). RXN SMILES: [O:1]1[CH2:6][CH2:5][CH:4]([CH2:7][C:8]([OH:10])=O)[CH2:3][CH2:2]1.Cl.[CH3:12][N:13]1[CH2:18][CH2:17][N:16]([C:19]2[CH:24]=[C:23]([C:25]3[CH:34]=[C:33]4[C:28]([CH2:29][CH2:30][NH:31][CH2:32]4)=[CH:27][CH:26]=3)[N:22]=[C:21]([NH2:35])[N:20]=2)[CH2:15][CH2:14]1>>[CH3:12][N:13]1[CH2:14][CH2:15][N:16]([C:19]2[CH:24]=[C:23]([C:25]3[CH:34]=[C:33]4[C:28]([CH2:29][CH2:30][N:31]([C:8](=[O:10])[CH2:7][CH:4]5[CH2:3][CH2:2][O:1][CH2:6][CH2:5]5)[CH2:32]4)=[CH:27][CH:26]=3)[N:22]=[C:21]([NH2:35])[N:20]=2)[CH2:17][CH2:18]1 |f:1.2|. Reported procedure: This compound was prepared by using procedures analogous to those described for the synthesis of Example 41 starting from tetrahydro-2H-pyran-4-ylacetic acid (Combi-Blocks, Cat. #AM-1005) and 4-(4-methylpiperazin-1-yl)-6-(1,2,3,4-tetrahydroisoquinolin-7-yl)pyrimidin-2-amine HCl salt. Analytic LCMS (M+H)+: m/z=451.1. Reactants: COc1ccc2c(Nc3c(Cl)cncc3Cl)cc(=O)oc2c1OCCCCCBr, Cl, [NH4+], [OH-]. Yields the product COc1ccc2c(Nc3c(Cl)cncc3Cl)cc(=O)oc2c1OCCCCCN. As a reaction SMILES: [Br:3][CH2:4][CH2:5][CH2:6][CH2:7][CH2:8][O:9][c:10]1[c:11]([O:30][CH3:31])[cH:12][cH:13][c:14]2[c:15]([NH:21][c:22]3[c:23]([Cl:29])[cH:24][n:25][cH:26][c:27]3[Cl:28])[cH:16][c:17](=[O:20])[o:18][c:19]12.[ClH:32].[NH4+:2].[OH-:1]>>[NH2:2][CH2:4][CH2:5][CH2:6][CH2:7][CH2:8][O:9][c:10]1[c:11]([O:30][CH3:31])[cH:12][cH:13][c:14]2[c:15]([NH:21][c:22]3[c:23]([Cl:29])[cH:24][n:25][cH:26][c:27]3[Cl:28])[cH:16][c:17](=[O:20])[o:18][c:19]12.